From a dataset of the Open Reaction Database (ORD), a public repository of structured organic reaction records. describe an organic reaction: reactants, conditions, products, and yield The reactants are [BH3-]C#N, CO, [Cl-], [Cl-], Cl, NCC(=O)N1CCN(C(=O)c2cc(F)ccc2C(F)(F)F)CC1, [Na+], [Zn+2], O=Cc1cnn(-c2ccccc2)c1. Product: O=C(CNCc1cnn(-c2ccccc2)c1)N1CCN(C(=O)c2cc(F)ccc2C(F)(F)F)CC1. RXN SMILES: [C:1]([BH3-:2])#[N:3].[CH3:42][OH:43].[Cl-:44].[Cl-:46].[ClH:18].[NH2:19][CH2:20][C:21](=[O:22])[N:23]1[CH2:24][CH2:25][N:26]([C:29]([c:30]2[c:31]([C:37]([F:38])([F:39])[F:40])[cH:32][cH:33][c:34]([F:36])[cH:35]2)=[O:41])[CH2:27][CH2:28]1.[Na+:4].[Zn+2:45].[c:5]1(-[n:11]2[n:12][cH:13][c:14]([CH:16]=[O:17])[cH:15]2)[cH:6][cH:7][cH:8][cH:9][cH:10]1>>[c:5]1(-[n:11]2[n:12][cH:13][c:14]([CH2:16][NH:19][CH2:20][C:21](=[O:22])[N:23]3[CH2:24][CH2:25][N:26]([C:29]([c:30]4[c:31]([C:37]([F:38])([F:39])[F:40])[cH:32][cH:33][c:34]([F:36])[cH:35]4)=[O:41])[CH2:27][CH2:28]3)[cH:15]2)[cH:6][cH:7][cH:8][cH:9][cH:10]1. Starting materials: BrC1=CC=C(N)C=C1 (4-bromoaniline), ClC(=O)OCC(C)C (isobutyl chloroformate), N1N=C(C2=CC=CC=C12)C(=O)O (indazole-3-carboxylic acid), CN1CCOCC1 (N-methylmorpholine). The solvent is C1CCOC1 (THF). Conditions: temperature 0 celsius, time 15 minute. Product: BrC1=CC=C(C=C1)N1N=C(C2=CC=CC=C12)C(=O)N (4-Bromophenyl-1H-indazole-3-carboxamide). Yield: 160.7%. As a reaction SMILES: ClC(OCC(C)C)=O.[NH:9]1[C:17]2[C:12](=[CH:13][CH:14]=[CH:15][CH:16]=2)[C:11]([C:18]([OH:20])=O)=[N:10]1.C[N:22]1CCOCC1.[Br:28][C:29]1[CH:35]=[CH:34][C:32](N)=[CH:31][CH:30]=1>C1COCC1>[Br:28][C:29]1[CH:35]=[CH:34][C:32]([N:9]2[C:17]3[C:12](=[CH:13][CH:14]=[CH:15][CH:16]=3)[C:11]([C:18]([NH2:22])=[O:20])=[N:10]2)=[CH:31][CH:30]=1. Reported procedure: Under argon, isobutyl chloroformate (357 μl, 2.75 mmol) is added at 0° C. to an indazole-3-carboxylic acid solution (405 mg, 2.5 mmol) in THF (50 ml), followed by N-methylmorpholine (302 μl, 2.75 mmol). The reaction mixture is stirred for 15 min at 0° C. and then 4-bromoaniline (860 mg, 5 mmol) is added. The ice bath is removed and the stirring is maintained overnight. The solvent is evaporated under vacuum. The residue is taken up in an AcOEt/H2O mixture. The evaporation of the organic solution... The reactants are C1(=CC=CC=C1)O (phenol), cuprous chloride, C1(=CC=CC=C1)C (Toluene), [OH-].[K+] (potassium hydroxide), mixture, ClC=1C=C(C=CC1)C1=CC(=CC=C1)OC1=CC(=CC=C1)OC1=CC=CC=C1 (3-chloro-3'-(m-phenoxyphenoxy)biphenyl). Reagents/catalysts: [Cu] (copper). The solvent is O (water), COCCOCCOC (diglyme). Conditions: temperature 100 celsius. Product: O(C1=CC=CC=C1)C=1C=C(C=CC1)C1=CC(=CC=C1)OC1=CC(=CC=C1)OC1=CC=CC=C1 (3-Phenoxy-3'-(m-phenoxyphenoxy)biphenyl). RXN SMILES: [C:1]1([OH:7])[CH:6]=[CH:5][CH:4]=[CH:3][CH:2]=1.[OH-].[K+].C1(C)C=CC=CC=1.Cl[C:18]1[CH:19]=[C:20]([C:24]2[CH:29]=[CH:28][CH:27]=[C:26]([O:30][C:31]3[CH:36]=[CH:35][CH:34]=[C:33]([O:37][C:38]4[CH:43]=[CH:42][CH:41]=[CH:40][CH:39]=4)[CH:32]=3)[CH:25]=2)[CH:21]=[CH:22][CH:23]=1>COCCOCCOC.[Cu].O>[O:7]([C:22]1[CH:21]=[C:20]([C:24]2[CH:29]=[CH:28][CH:27]=[C:26]([O:30][C:31]3[CH:36]=[CH:35][CH:34]=[C:33]([O:37][C:38]4[CH:43]=[CH:42][CH:41]=[CH:40][CH:39]=4)[CH:32]=3)[CH:25]=2)[CH:19]=[CH:18][CH:23]=1)[C:1]1[CH:6]=[CH:5][CH:4]=[CH:3][CH:2]=1 |f:1.2|. Reported procedure: A 500 ml. reaction flask equipped with stirrer, condenser and Dean-Stark trap was charged with 250 g. (2.66 moles) of phenol. This was heated with stirring at 100°C. while 56 g. (1.0 mole) of potassium hydroxide was added in increments. Toluene (50 ml.) was then added to the fluld mass and water azeotroped from the system. After all toluene and water had been removed, 150 ml. of diglyme was added together with 5.0 g. (0.05 mole) of cuprous chloride and 1.0 g. of copper powder. To this mixture 20... The reactants are O=C([O-])[O-], CN(C)C=O, O=C(O)c1ccccc1Nc1ccnc2cc(Cl)ccc12, O=C(CCl)OC1CCN(CCc2ccc([N+](=O)[O-])cc2)CC1, Cl, [K+], [K+], [Na]. Yields the product O=C(COC(=O)c1ccccc1Nc1ccnc2cc(Cl)ccc12)OC1CCN(CCc2ccc([N+](=O)[O-])cc2)CC1. As a reaction SMILES: [C:46](=[O:47])([O-:48])[O-:49].[CH3:52][N:53]([CH3:54])[CH:55]=[O:56].[Cl:25][c:26]1[cH:27][cH:28][c:29]2[c:30]([NH:36][c:37]3[c:38]([C:39](=[O:40])[OH:41])[cH:42][cH:43][cH:44][cH:45]3)[cH:31][cH:32][n:33][c:34]2[cH:35]1.[Cl:2][CH2:3][C:4](=[O:5])[O:6][CH:7]1[CH2:8][CH2:9][N:10]([CH2:13][CH2:14][c:15]2[cH:16][cH:17][c:18]([N+:21](=[O:22])[O-:23])[cH:19][cH:20]2)[CH2:11][CH2:12]1.[ClH:1].[K+:50].[K+:51].[Na:24]>>[CH2:3]([C:4](=[O:5])[O:6][CH:7]1[CH2:8][CH2:9][N:10]([CH2:13][CH2:14][c:15]2[cH:16][cH:17][c:18]([N+:21](=[O:22])[O-:23])[cH:19][cH:20]2)[CH2:11][CH2:12]1)[O:41][C:39]([c:38]1[c:37]([NH:36][c:30]2[c:29]3[cH:28][cH:27][c:26]([Cl:25])[cH:35][c:34]3[n:33][cH:32][cH:31]2)[cH:45][cH:44][cH:43][cH:42]1)=[O:40]. The reactants are NCCC[Si](OCC)(OCC)OCC (3-Aminopropyltriethoxysilane), COC1=CC=C(C(=O)C23CCCCC3C(O2)=O)C=C1 (6-(4-methoxy-benzoyl)-7-oxa-bicyclo[4.2.0]octan-8-one). Run in C(Cl)Cl (methylene chloride). The product is [SiH3]CCCNC(=O)C1C(CCCC1)(C(C1=CC=C(C=C1)OC)=O)O (2-Hydroxy-2-(4-methoxybenzoyl)cyclohexanecarboxylic acid(3-silanyl-propyl)-amide). As a reaction SMILES: [NH2:1][CH2:2][CH2:3][CH2:4][Si:5](OCC)(OCC)OCC.[CH3:15][O:16][C:17]1[CH:33]=[CH:32][C:20]([C:21]([C:23]23[O:30][C:29](=[O:31])[CH:28]2[CH2:27][CH2:26][CH2:25][CH2:24]3)=[O:22])=[CH:19][CH:18]=1>C(Cl)Cl>[SiH3:5][CH2:4][CH2:3][CH2:2][NH:1][C:29]([CH:28]1[CH2:27][CH2:26][CH2:25][CH2:24][C:23]1([OH:30])[C:21](=[O:22])[C:20]1[CH:19]=[CH:18][C:17]([O:16][CH3:15])=[CH:33][CH:32]=1)=[O:31]. Procedure details: 3-Aminopropyltriethoxysilane (22.14 g, 0.100 mol) is added to a solution of 26.03 g (0.100 mol) of 6-(4-methoxy-benzoyl)-7-oxa-bicyclo[4.2.0]octan-8-one in methylene chloride. The reaction mixture is heated at reflux for several hours and monitored by thin layer chromatography. Upon completion of the reaction, solvent is evaporated to obtain the title compound. Starting materials: C(#N)CC1=C(NC2=NC=CC=C21)C (3-cyanomethyl-2-methyl-pyrrolo[2,3-b]pyridine), BrCCC1=CC=CC=C1 (2-bromoethyl-benzene). Solvent: C(C)#N (acetonitrile). Product: C(#N)CC1=C(N=C2N(C=CC=C21)CCC2=CC=CC=C2)C (3-cyanomethyl-2-methyl-7-(2-phenylethyl)pyrrolo[2,3-b]pyridine). The yield is 25.3%. Reaction SMILES: [C:1]([CH2:3][C:4]1[C:12]2[C:7](=[N:8][CH:9]=[CH:10][CH:11]=2)[NH:6][C:5]=1[CH3:13])#[N:2].Br[CH2:15][CH2:16][C:17]1[CH:22]=[CH:21][CH:20]=[CH:19][CH:18]=1>C(#N)C>[C:1]([CH2:3][C:4]1[C:12]2[C:7]([N:8]([CH2:15][CH2:16][C:17]3[CH:22]=[CH:21][CH:20]=[CH:19][CH:18]=3)[CH:9]=[CH:10][CH:11]=2)=[N:6][C:5]=1[CH3:13])#[N:2]. Procedure: A solution of 130 mg (0.76 mmol) of 3-cyanomethyl-2-methyl-pyrrolo[2,3-b]pyridine and 150 mg (0.81 mmol) of 2-bromoethyl-benzene in 2 ml of acetonitrile was refluxed for 40 h. The solvent was evaporated and the crude product was chromatographed on silica gel with ethyl acetate: methanol: water 100:12:4. Recrystallization from a small amount of ether: petroleumether 1:1 gave 53 mg (25%) of 3-cyanomethyl-2-methyl-7-(2-phenylethyl)pyrrolo[2,3-b]pyridine. The reactants are O (Water), CC(C)([O-])C.[K+] (potassium tert-butoxide), ClCOCC1=CC=CC=C1 (benzyl chloromethyl ether), CC1C(NC(N1)=O)=O (5-Methylimidazolidine-2,4-dione). The solvent is CN(C=O)C (N,N-dimethylformamide). Reaction conditions: time 5 hour. Product: C(C1=CC=CC=C1)OCN1C(NC(C1=O)C)=O (3-benzyloxymethyl-5-methylimidazolidine-2,4-dione). As a reaction SMILES: [CH3:1][CH:2]1[NH:6][C:5](=[O:7])[NH:4][C:3]1=[O:8].CC(C)([O-])C.[K+].Cl[CH2:16][O:17][CH2:18][C:19]1[CH:24]=[CH:23][CH:22]=[CH:21][CH:20]=1.O>CN(C)C=O>[CH2:18]([O:17][CH2:16][N:4]1[C:3](=[O:8])[CH:2]([CH3:1])[NH:6][C:5]1=[O:7])[C:19]1[CH:24]=[CH:23][CH:22]=[CH:21][CH:20]=1 |f:1.2|. Procedure: 5-Methylimidazolidine-2,4-dione (1.00 g) was dissolved in N,N-dimethylformamide (20 mL), potassium tert-butoxide (1.08 g) and benzyl chloromethyl ether (1.32 mL) were added under ice-cooling, and the mixture was stirred at room temperature for 5 hr. Water was added to the reaction mixture, and the mixture was extracted with ethyl acetate. The organic layer was washed with water and saturated brine, and the solvent was evaporated. The obtained residue was purified by silica gel column chromatogra... Reactants: [Ca] (calcium), P(O)(O)(O)=O (phosphoric acid), P(O)(O)(O)=O (phosphoric acid), [Ca] (calcium), S(=O)(=O)([O-])[O-] (sulfate), [O-]P(=O)([O-])[O-].[O-]P(=O)([O-])[O-].[O-]P(=O)([O-])[O-].[F-].[Ca+2].[Ca+2].[Ca+2].[Ca+2].[Ca+2] (phosphate rock), S(=O)(=O)([O-])[O-].[Ca+2] (calcium sulfate), P(=O)([O-])([O-])O.[Ca+2] (monocalcium phosphate), [O-]P(=O)([O-])[O-].[O-]P(=O)([O-])[O-].[O-]P(=O)([O-])[O-].[F-].[Ca+2].[Ca+2].[Ca+2].[Ca+2].[Ca+2] (phosphate rock), P(O)(O)(O)=O (phosphoric acid), O=P12OP3(=O)OP(=O)(O1)OP(=O)(O2)O3 (P2O5). The product is O.S(=O)(=O)([O-])[O-].[Ca+2].[Ca+2].S(=O)(=O)([O-])[O-] (calcium sulfate hemihydrate). As a reaction SMILES: [Ca:1].[O-:2]P([O-])([O-])=O.[O-]P([O-])([O-])=O.[O-]P([O-])([O-])=O.[F-].[Ca+2].[Ca+2].[Ca+2].[Ca+2].[Ca+2].P(=O)(O)(O)O.O=P12OP3(OP(OP(O3)(O1)=O)(=O)O2)=O.[S:42]([O-:46])([O-:45])(=[O:44])=[O:43].P(O)([O-])([O-])=O.[Ca+2].[S:53]([O-:57])([O-:56])(=[O:55])=[O:54].[Ca+2]>>[OH2:2].[S:42]([O-:46])([O-:45])(=[O:44])=[O:43].[Ca+2:1].[Ca+2:1].[S:53]([O-:57])([O-:56])(=[O:55])=[O:54] |f:1.2.3.4.5.6.7.8.9,13.14,15.16,17.18.19.20.21|. Procedure: This process comprises in a first stage reacting in the presence of excess calcium ions, phosphate rock with at least nine parts by weight of phosphoric acid for each part of calcium added, said phosphoric acid containing at least 37% by weight P2O5 and 1% to 3% by weight dissolved sulfate, whereby the phosphate rock is converted into a slurry comprising monocalcium phosphate, phosphoric acid, and calcium sulfate, the percentage of calcium ion precipitated as calcium sulfate being 10 to 60%, pre... The reactants are Cl.Cl.N12C[C@@H](C(CC1)CC2)N ((R)-1-azabicyclo[2.2.2]oct-3-ylamine dihydrochloride), C\C(=C/C(=O)O)\C1=CC=CC=C1 (E-3-methyl-3-phenylpropenoic acid). The product is N12C[C@@H](C(CC1)CC2)NC(\C=C(\C2=CC=CC=C2)/C)=O ((R)-N-(1-Azabicyclo[2.2.2]oct-3-yl)(E-3-methyl-3-phenylpropenamide)). RXN SMILES: Cl.Cl.[N:3]12[CH2:10][CH2:9][CH:6]([CH2:7][CH2:8]1)[C@@H:5]([NH2:11])[CH2:4]2.[CH3:12]/[C:13](/[C:18]1[CH:23]=[CH:22][CH:21]=[CH:20][CH:19]=1)=[CH:14]\[C:15](O)=[O:16]>>[N:3]12[CH2:10][CH2:9][CH:6]([CH2:7][CH2:8]1)[C@@H:5]([NH:11][C:15](=[O:16])/[CH:14]=[C:13](\[CH3:12])/[C:18]1[CH:23]=[CH:22][CH:21]=[CH:20][CH:19]=1)[CH2:4]2 |f:0.1.2|. Procedure details: Prepared as a free base by a method analogous to that described in Example 1 from (R)-1-azabicyclo[2.2.2]oct-3-ylamine dihydrochloride and E-3-methyl-3-phenylpropenoic acid, giving a light tan solid; MS (ES+) 271 (MH+).